From a dataset of the Open Reaction Database (ORD), a public repository of structured organic reaction records. describe an organic reaction: reactants, conditions, products, and yield Reported procedure: According to this procedure 1-(2-Fluoro-phenyl)-5-pyrrolidin-1-yl-1H-pyrazole-3-carboxylic acid is prepared starting from 5-Amino-1-(2-fluoro-phenyl)-1H-pyrazole-3-carboxylic acid ethyl ester Reactants: FC1=C(C=CC=C1)N1N=C(C=C1N1CCCC1)C(=O)O (1-(2-Fluoro-phenyl)-5-pyrrolidin-1-yl-1H-pyrazole-3-carboxylic acid), C(C)OC(=O)C1=NN(C(=C1)N)C1=C(C=CC=C1)F (5-Amino-1-(2-fluoro-phenyl)-1H-pyrazole-3-carboxylic acid ethyl ester). Product: C1(=CC=CC=C1)N1N=C(C=C1N1CCCC1)C(=O)O (1-Phenyl-5-pyrrolidin-1-yl-1H-pyrazole-3-carboxylic acid). Reaction SMILES: F[C:2]1[CH:7]=[CH:6][CH:5]=[CH:4][C:3]=1[N:8]1[C:12]([N:13]2[CH2:17][CH2:16][CH2:15][CH2:14]2)=[CH:11][C:10]([C:18]([OH:20])=[O:19])=[N:9]1.C(OC(C1C=C(N)N(C2C=CC=CC=2F)N=1)=O)C>>[C:3]1([N:8]2[C:12]([N:13]3[CH2:14][CH2:15][CH2:16][CH2:17]3)=[CH:11][C:10]([C:18]([OH:20])=[O:19])=[N:9]2)[CH:2]=[CH:7][CH:6]=[CH:5][CH:4]=1. The reactants are C1(CC1)C=1SC=C(N1)NC(NC1=CC=CC(=N1)OCCC1CCN(CC1)C(=O)OC(C)(C)C)=O (tert-butyl 4-(2-{6-[3-(2-cyclopropyl-thiazol-4-yl)-ureido]-pyridin-2-yloxy}-ethyl)-piperidine-1-carboxylate), C(=O)(C(F)(F)F)O (TFA). Run in C(Cl)Cl (CH2Cl2). Yields the product C1(CC1)C=1SC=C(N1)NC(=O)NC1=NC(=CC=C1)OCCC1CCNCC1 (1-(2-Cyclopropyl-thiazol-4-yl)-3-[6-(2-piperidin-4-yl-ethoxy)-pyridin-2-yl]-urea). Reaction SMILES: [CH:1]1([C:4]2[S:5][CH:6]=[C:7]([NH:9][C:10](=[O:34])[NH:11][C:12]3[N:17]=[C:16]([O:18][CH2:19][CH2:20][CH:21]4[CH2:26][CH2:25][N:24](C(OC(C)(C)C)=O)[CH2:23][CH2:22]4)[CH:15]=[CH:14][CH:13]=3)[N:8]=2)[CH2:3][CH2:2]1.C(O)(C(F)(F)F)=O>C(Cl)Cl>[CH:1]1([C:4]2[S:5][CH:6]=[C:7]([NH:9][C:10]([NH:11][C:12]3[CH:13]=[CH:14][CH:15]=[C:16]([O:18][CH2:19][CH2:20][CH:21]4[CH2:22][CH2:23][NH:24][CH2:25][CH2:26]4)[N:17]=3)=[O:34])[N:8]=2)[CH2:3][CH2:2]1. Procedure details: In a manner similar to that described in Example 2,2-cyclopropylthiazole-4-carbonylazide (133.0 mg, 0.686 mmol) and tert-butyl 4-[2-(6-amino-pyridin-2-yloxy)-ethyl]-piperidine-1-carboxylate (220.0 mg, 0.686 mmol) were heated in toluene (20 mL) to give the BOC-protected product as a yellow oil. In a similar manner to Example 274, tert-butyl 4-(2-{6-[3-(2-cyclopropyl-thiazol-4-yl)-ureido]-pyridin-2-yloxy}-ethyl)-piperidine-1-carboxylate (7.6 mg, 0.016 mmol) was heated in CH2Cl2 (10 mL) in the pres... Reactants: Cl[Si](C)(C)C (chlorotrimethylsilane), [OH-].[Na+] (sodium hydroxide), C(C)OC(=O)[C@H]1CN(CCC1)CCOC=C(C1=C(C=C(C=C1)F)C)C1=C(C=C(C=C1)F)C ((R)-1-[2-[[2,2-bis(4-Fluoro-2-methylphenyl)ethenyl]oxy]-ethyl]-3-piperidine carboxylic acid ethyl ester), O (water). The solvent is CO (Methanol), C(C)O (ethanol), C1(=CC=CC=C1)C (toluene). Run at time 3 hour. The product is Cl.FC1=CC(=C(C=C1)C(=COCCN1C[C@@H](CCC1)C(=O)O)C1=C(C=C(C=C1)F)C)C ((R)-1-[2-[[2,2-bis(4-Fluoro-2-methylphenyl)ethenyl]oxy]-ethyl]-3-piperidine carboxylic acid hydrochloride). The yield is 44.0%. Reaction SMILES: C([O:3][C:4]([C@@H:6]1[CH2:11][CH2:10][CH2:9][N:8]([CH2:12][CH2:13][O:14][CH:15]=[C:16]([C:25]2[CH:30]=[CH:29][C:28]([F:31])=[CH:27][C:26]=2[CH3:32])[C:17]2[CH:22]=[CH:21][C:20]([F:23])=[CH:19][C:18]=2[CH3:24])[CH2:7]1)=[O:5])C.[OH-].[Na+].O.[Cl:36][Si](C)(C)C>C(O)C.C1(C)C=CC=CC=1.CO>[ClH:36].[F:31][C:28]1[CH:29]=[CH:30][C:25]([C:16]([C:17]2[CH:22]=[CH:21][C:20]([F:23])=[CH:19][C:18]=2[CH3:24])=[CH:15][O:14][CH2:13][CH2:12][N:8]2[CH2:9][CH2:10][CH2:11][C@@H:6]([C:4]([OH:5])=[O:3])[CH2:7]2)=[C:26]([CH3:32])[CH:27]=1 |f:1.2,8.9|. Procedure details: (R)-1-[2-[[2,2-bis(4-Fluoro-2-methylphenyl)ethenyl]oxy]-ethyl]-3-piperidine carboxylic acid ethyl ester (1.72 g, 0.0039 mol) (prepared as described in Method D) was dissolved in ethanol (20 ml) and 10 N sodium hydroxide solution (4 ml) was introduced. The solution was stirred at room temperature for 3 h and water (100 ml) was added. The solution was extracted with diethyl ether (2 × 100 ml) and the aqueous phase was acidified to pH 5 with 2 N hydrochloric acid solution. Extraction with dichlorom... The reactants are C(C1=CC=CC=C1)N1C(CC(N(C2=C1C=CC=C2)C(CN2C(C=1C(C2=O)=CC=CC1)=O)=O)CNC(=O)OCC1=CC=CC=C1)=O (1-benzyl-4-(benzyloxy-carbonylamino methyl)-5-(phthalimidoacetyl)-1,3,4,5-tetrahydro-1,5-benzodiazepin-2(2H)-one), Br.C(C)(=O)O (hydrogen bromide acetic acid). Run in C(Cl)(Cl)Cl (chloroform). Reaction conditions: time 25 minute. Product: Br.NCC1N(C2=C(N(C(C1)=O)CC1=CC=CC=C1)C=CC=C2)C(CN2C(C=1C(C2=O)=CC=CC1)=O)=O (4-(Aminomethyl)-1-benzyl-5-(phthalimidoacetyl)-1,3,4,5-tetrahydro-1,5-benzodiazepin-2(2H)-one hydrobromide). Isolated yield 82.0%. RXN SMILES: [CH2:1]([N:8]1[C:14]2[CH:15]=[CH:16][CH:17]=[CH:18][C:13]=2[N:12]([C:19](=[O:32])[CH2:20][N:21]2[C:25](=[O:26])[C:24]3=[CH:27][CH:28]=[CH:29][CH:30]=[C:23]3[C:22]2=[O:31])[CH:11]([CH2:33][NH:34]C(OCC2C=CC=CC=2)=O)[CH2:10][C:9]1=[O:45])[C:2]1[CH:7]=[CH:6][CH:5]=[CH:4][CH:3]=1.[BrH:46].C(O)(=O)C>C(Cl)(Cl)Cl>[BrH:46].[NH2:34][CH2:33][CH:11]1[CH2:10][C:9](=[O:45])[N:8]([CH2:1][C:2]2[CH:3]=[CH:4][CH:5]=[CH:6][CH:7]=2)[C:14]2[CH:15]=[CH:16][CH:17]=[CH:18][C:13]=2[N:12]1[C:19](=[O:32])[CH2:20][N:21]1[C:25](=[O:26])[C:24]2=[CH:27][CH:28]=[CH:29][CH:30]=[C:23]2[C:22]1=[O:31] |f:1.2,4.5|. Reported procedure: To a solution of 1-benzyl-4-(benzyloxy-carbonylamino methyl)-5-(phthalimidoacetyl)-1,3,4,5-tetrahydro-1,5-benzodiazepin-2(2H)-one (1.51 g, 2.5 mol) in chloroform (20 mL) was added 25% hydrogen bromide-acetic acid solution (5 mL). The mixture was stirred for 25 minutes at room temperature, which was concentrated under reduced pressure. The concentrate was crystallized from ethanol-diethyl ether, followed by recrystallization from dichloromethane-ethanol-diethyl ether to afford the object compound...